This data is from the Open Reaction Database (ORD), a public repository of structured organic reaction records. The task is: describe an organic reaction: reactants, conditions, products, and yield Starting materials: FC=1C=C2C(=CNC2=CC1)C=1CCNCC1 (5-Fluoro-3-(1,2,3,6-tetrahydro-4-pyridinyl)-1H-indole), C([O-])([O-])=O.[K+].[K+] (potassium carbonate), CC1=CC=C(C=C1)P(C2=CC=C(C=C2)C)C3=C(C4=CC=CC=C4C=C3)C5=C(C=CC6=CC=CC=C65)P(C7=CC=C(C=C7)C)C8=CC=C(C=C8)C ((S)-(−)-2,2′-bis(di-p-tolylphosphino)-1,1′-binaphthyl), BrC1=NC=CC=C1OC[C@H]1OC1 (2-bromo-3-[(2S)-oxiranylmethoxy]pyridine), intermediate. Reagents/catalysts: C(C)(=O)[O-].[Pd+2].C(C)(=O)[O-] (palladium (II) acetate). The solvent is C1(=CC=CC=C1)C (toluene), CS(=O)C (DMSO). Run at temperature 77.5 celsius. Product: FC=1C=C2C(=CNC2=CC1)C=1CCN(CC1)CC1COC=2C(=NC=CC2)O1 (3-{[4-(5-Fluoro-1H-indol-3-yl)-3,6-dihydro-1(2H)-pyridinyl]methyl}-2,3-dihydro{1,4]dioxino[2,3-b]pyridine). The yield is 17.5%. Reaction SMILES: [F:1][C:2]1[CH:3]=[C:4]2[C:8](=[CH:9][CH:10]=1)[NH:7][CH:6]=[C:5]2[C:11]1[CH2:12][CH2:13][NH:14][CH2:15][CH:16]=1.Br[C:18]1[C:23]([O:24][CH2:25][C@@H:26]2[CH2:28][O:27]2)=[CH:22][CH:21]=[CH:20][N:19]=1.CC1C=CC(P(C2C=CC3C(=CC=CC=3)C=2C2C3C(=CC=CC=3)C=CC=2P(C2C=CC(C)=CC=2)C2C=CC(C)=CC=2)C2C=CC(C)=CC=2)=CC=1.C(=O)([O-])[O-].[K+].[K+]>CS(C)=O.C1(C)C=CC=CC=1.C([O-])(=O)C.[Pd+2].C([O-])(=O)C>[F:1][C:2]1[CH:3]=[C:4]2[C:8](=[CH:9][CH:10]=1)[NH:7][CH:6]=[C:5]2[C:11]1[CH2:12][CH2:13][N:14]([CH2:28][CH:26]2[O:27][C:18]3=[N:19][CH:20]=[CH:21][CH:22]=[C:23]3[O:24][CH2:25]2)[CH2:15][CH:16]=1 |f:3.4.5,8.9.10|. Procedure details: 5-Fluoro-3-(1,2,3,6-tetrahydro-4-pyridinyl)-1H-indole (1.16 g, 5.37 mmole) and 2-bromo-3-[(2S)-oxiranylmethoxy]pyridine (0.83 g, 3.6 mmole) were combined in DMSO (40 mL). This solution was heated at 75-80° C. under nitrogen for 5 hours. After completion, the reaction was cooled to room temperature and partitioned between 250 mL each of ethyl acetate and saturated sodium bicarbonate. The organic phase was washed with brine, dried over magnesium sulfate and concentrated in vacuum. The crude residu...